This data is from the Open Reaction Database (ORD), a public repository of structured organic reaction records. The task is: describe an organic reaction: reactants, conditions, products, and yield Reactants: C(C=C)Cl (allyl chloride), solution, [SiH](C)(C)Cl (Me2SiHCl), [SiH](Cl)(Cl)Cl (Cl3SiH). The product is [Si](Cl)(Cl)(Cl)CCCCl (Cl3SiCH2CH2CH2Cl), [Si](Cl)(C)(C)CCCCl (Me2SiClCH2CH2CH2Cl). The yield is 8.6%. Reaction SMILES: [SiH:1]([Cl:4])([CH3:3])[CH3:2].[SiH:5]([Cl:8])([Cl:7])[Cl:6].[CH2:9]([Cl:12])[CH:10]=[CH2:11]>>[Si:5]([CH2:11][CH2:10][CH2:9][Cl:12])([Cl:8])([Cl:7])[Cl:6].[Si:1]([CH2:11][CH2:10][CH2:9][Cl:12])([CH3:3])([CH3:2])[Cl:4]. Procedure details: In a 100 ml apparatus, there were combined 7.1 g (0.075 mol) of Me2SiHCl, 10.2 g (0.075 mol) of Cl3SiH, and 5.7 g (0.075 mol) of allyl chloride. Pt catalyst solution (0.01 ml) was added at 33° C., causing an exothermic reaction to 47° C. in 7 min. VPC analysis 14 min. later showed a complete reaction. Vacuum distillation yielded 60.4% Cl3SiCH2CH2CH2Cl and 8.6% Me2SiClCH2CH2CH2Cl. This example shows that Me2SiHCl is an effective promoter for the reaction of Cl3SiH with allyl chloride at the equim...